Dataset: the Open Reaction Database (ORD), a public repository of structured organic reaction records. Task: describe an organic reaction: reactants, conditions, products, and yield Reactants: [C@@H]1([C@H](O)[C@H](O)[C@H](O1)CO)NC1=NC=NC=2N(CN=CC21)N (N4 -(β-D-ribofuranosyl)pyrimido[4,5-d]pyrimidine-4,8-diamine), P(=O)(Cl)(Cl)Cl (phosphoryl chloride). The solvent is COP(=O)(OC)OC (trimethylphosphate). Product: N1=CN=C(C2=C1N(CN=C2)N)N (pyrimido[4,5-d]pyrimidine-4,8-diamine). RXN SMILES: [C@@H]1([NH:10][C:11]2[C:20]3[CH:19]=[N:18][CH2:17][N:16]([NH2:21])[C:15]=3[N:14]=[CH:13][N:12]=2)O[C@H](CO)[C@@H](O)[C@H]1O.P(Cl)(Cl)(Cl)=O>COP(OC)(OC)=O>[N:14]1[C:15]2[N:16]([NH2:21])[CH2:17][N:18]=[CH:19][C:20]=2[C:11]([NH2:10])=[N:12][CH:13]=1. Procedure details: The method of this invention comprises the steps of a) reacting 6-cyanopurine with bis(trimethylsilyl)trifluoroacetamide in acetonitrile under reflux and thereafter with tetra-O-acetyl-β-D-ribofuranose in the presence of trimethylsilyltrifluoromethanesulfonate to stereospecifically produce 9-(tri-O-acetyl-β-D-ribofuranosyl)-6-cyanopurine in high yield; b) reacting said 9-(tri-O-acetyl-β-D-ribofuranosyl)-6-cyanopurine with methanolic ammonia in a sealed pressure vessel at ambient temperature to p... Starting materials: C(C)(C)N1N=CN=C1C=1N=C2N(CCOC3=C2C=CC(=C3)B3OC(C(O3)(C)C)(C)C)C1 (2-(1-isopropyl-1H-1,2,4-triazol-5-yl)-9-(4,4,5,5-tetramethyl-1,3,2-dioxaborolan-2-yl)-5,6-dihydrobenzo[f]imidazo[1,2-d][1,4]oxazepine), BrC=1N=C(N(C1)C1OCCCC1)CC(C)(O)C (1-(4-bromo-1-(tetrahydro-pyran-2-yl)-1H-imidazol-2-yl)-2-methyl-propan-2-ol), [F-].[Cs+] (CsF). The reagents and catalysts are [Cu]I (CuI), C=1C=CC(=CC1)[P](C=2C=CC=CC2)(C=3C=CC=CC3)[Pd]([P](C=4C=CC=CC4)(C=5C=CC=CC5)C=6C=CC=CC6)([P](C=7C=CC=CC7)(C=8C=CC=CC8)C=9C=CC=CC9)[P](C=1C=CC=CC1)(C=1C=CC=CC1)C=1C=CC=CC1 (Pd(PPh3)4). Run in CN(C)C=O (DMF). Conditions: temperature 120 celsius. Yields the product C(C)(C)N1N=CN=C1C1=CN2CCOC3=C(C2=N1)C=CC(=C3)C=3N=C(N(C3)C3OCCCC3)CC(C)(O)C (1-[4-[2-(2-isopropyl-2H-[1,2,4]triazol-3-yl)-4,5-dihydro-6-oxa-1,3a-diaza-benzo[e]azulen-8-yl]-1-(tetrahydro-pyran-2-yl)-1H-imidazol-2-yl]-2-methyl-propan-2-ol). The yield is 149.7%. As a reaction SMILES: [CH:1]([N:4]1[C:8]([C:9]2[N:10]=[C:11]3[C:17]4[CH:18]=[CH:19][C:20](B5OC(C)(C)C(C)(C)O5)=[CH:21][C:16]=4[O:15][CH2:14][CH2:13][N:12]3[CH:31]=2)=[N:7][CH:6]=[N:5]1)([CH3:3])[CH3:2].Br[C:33]1[N:34]=[C:35]([CH2:44][C:45]([CH3:48])([OH:47])[CH3:46])[N:36]([CH:38]2[CH2:43][CH2:42][CH2:41][CH2:40][O:39]2)[CH:37]=1.[F-].[Cs+]>CN(C=O)C.[Cu]I.C1C=CC([P]([Pd]([P](C2C=CC=CC=2)(C2C=CC=CC=2)C2C=CC=CC=2)([P](C2C=CC=CC=2)(C2C=CC=CC=2)C2C=CC=CC=2)[P](C2C=CC=CC=2)(C2C=CC=CC=2)C2C=CC=CC=2)(C2C=CC=CC=2)C2C=CC=CC=2)=CC=1>[CH:1]([N:4]1[C:8]([C:9]2[N:10]=[C:11]3[N:12]([CH2:13][CH2:14][O:15][C:16]4[CH:21]=[C:20]([C:33]5[N:34]=[C:35]([CH2:44][C:45]([CH3:48])([OH:47])[CH3:46])[N:36]([CH:38]6[CH2:43][CH2:42][CH2:41][CH2:40][O:39]6)[CH:37]=5)[CH:19]=[CH:18][C:17]=43)[CH:31]=2)=[N:7][CH:6]=[N:5]1)([CH3:3])[CH3:2] |f:2.3,^1:61,63,82,101|. Procedure details: To a mixture of 2-(1-isopropyl-1H-1,2,4-triazol-5-yl)-9-(4,4,5,5-tetramethyl-1,3,2-dioxaborolan-2-yl)-5,6-dihydrobenzo[f]imidazo[1,2-d][1,4]oxazepine (600 mg, 1.42 mmol) and 1-(4-bromo-1-(tetrahydro-pyran-2-yl)-1H-imidazol-2-yl)-2-methyl-propan-2-ol (648 mg, 2.1 mmol) in dry DMF (6 mL) under nitrogen was added CsF (534 mg, 3.53 mmol), CuI (27 mg, 0.14 mmol) and Pd(PPh3)4 (81 mg, 0.07 mmol). The reaction mixture was heated at 120° C. for 20 min in a microwave reactor. It was filtered, concentrate... Reactants: C(C)(C)(C)OC(=O)N1C[C@H](CCC1)C(NC1=CC=C(C=C1)F)=O ((S)-3-(4-fluoro-phenylcarbamoyl)-piperidine-1-carboxylic acid tert-butyl ester), Cl (HCl). Run in ClCCl (dichloromethane). Run at time 45 minute. The product is Cl.FC1=CC=C(C=C1)NC(=O)[C@@H]1CNCCC1 ((S)-Piperidine-3-carboxylic acid (4-fluoro-phenyl)-amide hydrochloride). Yield: 92.0%. As a reaction SMILES: C(OC([N:8]1[CH2:13][CH2:12][CH2:11][C@H:10]([C:14](=[O:23])[NH:15][C:16]2[CH:21]=[CH:20][C:19]([F:22])=[CH:18][CH:17]=2)[CH2:9]1)=O)(C)(C)C.[ClH:24]>ClCCl>[ClH:24].[F:22][C:19]1[CH:18]=[CH:17][C:16]([NH:15][C:14]([C@H:10]2[CH2:11][CH2:12][CH2:13][NH:8][CH2:9]2)=[O:23])=[CH:21][CH:20]=1 |f:3.4|. Reported procedure: To a cooled solution of (S)-3-(4-fluoro-phenylcarbamoyl)-piperidine-1-carboxylic acid tert-butyl ester (0.34 g, 1.05 mmol) in dichloromethane (5 mL) was added dropwise 5.2 mL of HCl 4N (dioxane solution) and the solution was stirred at R.T. for 45 min. The solvent was evaporated under reduced pressure to give the title compound as a white solid (0.252 g). The reactants are CNc1ncnc(Nc2ccc(N3CCN(C)CC3)cc2)n1, Cc1ccccc1, COc1cc(OC)c(Cl)c(N=C=O)c1Cl, ClCCl, [Na+], O=C([O-])O. Yields the product COc1cc(OC)c(Cl)c(NC(=O)N(C)c2ncnc(Nc3ccc(N4CCN(C)CC4)cc3)n2)c1Cl. Reaction SMILES: [CH3:1][NH:2][c:3]1[n:4][cH:5][n:6][c:7]([NH:9][c:10]2[cH:11][cH:12][c:13]([N:16]3[CH2:17][CH2:18][N:19]([CH3:22])[CH2:20][CH2:21]3)[cH:14][cH:15]2)[n:8]1.[CH3:43][c:44]1[cH:45][cH:46][cH:47][cH:48][cH:49]1.[Cl:23][c:24]1[c:25]([N:35]=[C:36]=[O:37])[c:26]([Cl:34])[c:27]([O:32][CH3:33])[cH:28][c:29]1[O:30][CH3:31].[Cl:50][CH2:51][Cl:52].[Na+:42].[O-:38][C:39]([OH:40])=[O:41]>>[CH3:1][N:2]([c:3]1[n:4][cH:5][n:6][c:7]([NH:9][c:10]2[cH:11][cH:12][c:13]([N:16]3[CH2:17][CH2:18][N:19]([CH3:22])[CH2:20][CH2:21]3)[cH:14][cH:15]2)[n:8]1)[C:36]([NH:35][c:25]1[c:24]([Cl:23])[c:29]([O:30][CH3:31])[cH:28][c:27]([O:32][CH3:33])[c:26]1[Cl:34])=[O:37].